From a dataset of the Open Reaction Database (ORD), a public repository of structured organic reaction records. describe an organic reaction: reactants, conditions, products, and yield Reactants: CO, [Na+], [OH-], COC(=O)COc1cccc(CCn2nnc(C(c3ccccc3)c3ccccc3)n2)c1. Yields the product O=C(O)COc1cccc(CCn2nnc(C(c3ccccc3)c3ccccc3)n2)c1. Reaction SMILES: [CH3:35][OH:36].[Na+:34].[OH-:33].[c:1]1([CH:7]([c:8]2[n:9][n:10][n:11]([CH2:13][CH2:14][c:15]3[cH:16][c:17]([O:18][CH2:19][C:20](=[O:21])[O:22][CH3:23])[cH:24][cH:25][cH:26]3)[n:12]2)[c:27]2[cH:28][cH:29][cH:30][cH:31][cH:32]2)[cH:2][cH:3][cH:4][cH:5][cH:6]1>>[c:1]1([CH:7]([c:8]2[n:9][n:10][n:11]([CH2:13][CH2:14][c:15]3[cH:16][c:17]([O:18][CH2:19][C:20](=[O:21])[OH:22])[cH:24][cH:25][cH:26]3)[n:12]2)[c:27]2[cH:28][cH:29][cH:30][cH:31][cH:32]2)[cH:2][cH:3][cH:4][cH:5][cH:6]1. Reactants: C(#N)C1CCN(CC1)C(=O)OC(C)(C)C (tert-butyl 4-cyanopiperidine-1-carboxylate), ClCC1=NC=CC=C1 (2-(chloromethyl)pyridine), C[Si](C)(C)[N-][Si](C)(C)C.[K+] (potassium bis(trimethylsilyl)amide). The solvent is [Cl-].[Na+].O (brine), C1(=CC=CC=C1)C (toluene). Run at time 1.5 hour. Product: C(#N)C1(CCN(CC1)C(=O)OC(C)(C)C)CC1=NC=CC=C1 (Tert-butyl 4-cyano-4-(pyridine-2-ylmethyl)piperidine-1-carboxylate). RXN SMILES: [C:1]([CH:3]1[CH2:8][CH2:7][N:6]([C:9]([O:11][C:12]([CH3:15])([CH3:14])[CH3:13])=[O:10])[CH2:5][CH2:4]1)#[N:2].Cl[CH2:17][C:18]1[CH:23]=[CH:22][CH:21]=[CH:20][N:19]=1.C[Si]([N-][Si](C)(C)C)(C)C.[K+]>C1(C)C=CC=CC=1.[Cl-].[Na+].O>[C:1]([C:3]1([CH2:17][C:18]2[CH:23]=[CH:22][CH:21]=[CH:20][N:19]=2)[CH2:8][CH2:7][N:6]([C:9]([O:11][C:12]([CH3:15])([CH3:14])[CH3:13])=[O:10])[CH2:5][CH2:4]1)#[N:2] |f:2.3,5.6.7|. Reported procedure: To a stirred suspension of tert-butyl 4-cyanopiperidine-1-carboxylate (500 mg; 2.38 mmol) and 2-(chloromethyl)pyridine (334 mg; 2.62 mmol) in toluene (3.6 ml) cooled in an ice bath was added a solution of potassium bis(trimethylsilyl)amide (0.5 M in toluene; 5.7 ml; 2.86 mmol) over 10 minutes. The reaction mixture was allowed to warm to ambient temperature with stirring for 1.5 hours. The reaction was poured into brine (25 ml) and extracted with EtOAc (3×30 ml). The combined organic extracts wer... Reactants: CC#CC(C)O, CN(C)C=O, Fc1cccc(-c2cc(Cl)ncn2)c1, [H-], [Na+], O. Product: CC#CC(C)Oc1cc(-c2cccc(F)c2)ncn1. As a reaction SMILES: [CH3:15][CH:16]([C:17]#[C:18][CH3:19])[OH:20].[CH3:24][N:25]([CH3:26])[CH:27]=[O:28].[Cl:1][c:2]1[n:3][cH:4][n:5][c:6](-[c:8]2[cH:9][c:10]([F:14])[cH:11][cH:12][cH:13]2)[cH:7]1.[H-:21].[Na+:22].[OH2:23]>>[c:2]1([O:20][CH:16]([CH3:15])[C:17]#[C:18][CH3:19])[n:3][cH:4][n:5][c:6](-[c:8]2[cH:9][c:10]([F:14])[cH:11][cH:12][cH:13]2)[cH:7]1. The reactants are c1ccc(CN2CCNCC2)cc1, CC(C)=O, N#CCCl, [Na+], [Na+], O=C([O-])[O-]. Yields the product N#CCN1CCN(Cc2ccccc2)CC1. As a reaction SMILES: [CH2:1]([c:2]1[cH:3][cH:4][cH:5][cH:6][cH:7]1)[N:8]1[CH2:9][CH2:10][NH:11][CH2:12][CH2:13]1.[CH3:24][C:25](=[O:26])[CH3:27].[Cl:20][CH2:21][C:22]#[N:23].[Na+:14].[Na+:15].[O-:16][C:17](=[O:18])[O-:19]>>[CH2:1]([c:2]1[cH:3][cH:4][cH:5][cH:6][cH:7]1)[N:8]1[CH2:9][CH2:10][N:11]([CH2:21][C:22]#[N:23])[CH2:12][CH2:13]1. The reactants are OC1=CC(=NC(=N1)C1=C(C=CC=C1)OCCC)C(=O)O (6-hydroxy-2-(2-propoxyphenyl)pyrimidine-4-carboxylic acid), C(C)O (ethanol). Run in S(O)(O)(=O)=O (sulfuric acid). Yields the product OC1=CC(=NC(=N1)C1=C(C=CC=C1)OCCC)C(=O)OCC (Ethyl 6-hydroxy-2-(2-propoxyphenyl)-pyrimidine-4-carboxylate). RXN SMILES: [OH:1][C:2]1[N:7]=[C:6]([C:8]2[CH:13]=[CH:12][CH:11]=[CH:10][C:9]=2[O:14][CH2:15][CH2:16][CH3:17])[N:5]=[C:4]([C:18]([OH:20])=[O:19])[CH:3]=1.[CH2:21](O)[CH3:22]>S(=O)(=O)(O)O>[OH:1][C:2]1[N:7]=[C:6]([C:8]2[CH:13]=[CH:12][CH:11]=[CH:10][C:9]=2[O:14][CH2:15][CH2:16][CH3:17])[N:5]=[C:4]([C:18]([O:20][CH2:21][CH3:22])=[O:19])[CH:3]=1. Procedure details: A stirred solution of 6-hydroxy-2-(2-propoxyphenyl)pyrimidine-4-carboxylic acid (1.06 g) in ethanol and concentrated sulfuric acid (0.5 ml) was heated under reflux for 3 hours. Most of the ethanol was removed under reduced pressure, then ice-water was added to the residue. The mixture was made alkaline (pH 10-11) with sodium carbonate solution and then extracted with chloroform (3×25 ml). The combined chloroform extracts were washed with water, dried (magnesium sulfate) and evaporated under redu... Reaction SMILES: [C:1]([CH3:2])(=[O:3])[NH:4][NH:5][CH:6]1[CH:7]([OH:20])[C:8]([CH3:18])([CH3:19])[O:9][c:10]2[c:11]1[cH:12][c:13]([C:16]#[N:17])[cH:14][cH:15]2.[CH3:27][C:28]([Cl:29])=[O:30].[CH:31]([Cl:32])([Cl:33])[Cl:34].[cH:21]1[cH:22][cH:23][n:24][cH:25][cH:26]1>>[C:1]([CH3:2])(=[O:3])[NH:4][N:5]([CH:6]1[CH:7]([OH:20])[C:8]([CH3:18])([CH3:19])[O:9][c:10]2[c:11]1[cH:12][c:13]([C:16]#[N:17])[cH:14][cH:15]2)[C:28]([CH3:27])=[O:30]. The reactants are CC(=O)NNC1c2cc(C#N)ccc2OC(C)(C)C1O, CC(=O)Cl, ClC(Cl)Cl, c1ccncc1. Product: CC(=O)NN(C(C)=O)C1c2cc(C#N)ccc2OC(C)(C)C1O.